From a dataset of the Open Reaction Database (ORD), a public repository of structured organic reaction records. describe an organic reaction: reactants, conditions, products, and yield The reactants are N#CCCBr, [H-], [Na+], c1ncc2[nH]cnc2n1. Product: N#CCCn1cnc2cncnc21. As a reaction SMILES: [Br:10][CH2:11][CH2:12][C:13]#[N:14].[H-:16].[Na+:15].[n:1]1[cH:2][n:3][c:4]2[n:5][cH:6][nH:7][c:8]2[cH:9]1>>[n:1]1[cH:2][n:3][c:4]2[n:5]([CH2:11][CH2:12][C:13]#[N:14])[cH:6][n:7][c:8]2[cH:9]1.